describe an organic reaction: reactants, conditions, products, and yield From a dataset of the Open Reaction Database (ORD), a public repository of structured organic reaction records. The reactants are ClC=1C=C2C(=CNC2=CC1)CN1N=C2N(C(N(C(C2=C1C1=CC(=CN1C)C(=O)O)=O)C)=O)CC(C)C (5-{2-[(5-chloro-1H-indol-3-yl)methyl]-7-isobutyl-5-methyl-4,6-dioxo-4,5,6,7-tetrahydro-2H-pyrazolo[3,4-d]pyrimidin-3-yl}-1-methyl-1H-pyrrole-3-carboxylic acid), N1N=C(N=C1)N (1H-1,2,4-triazol-3-amine), C(#N)P(OCC)(OCC)=O (diethyl cyanophosphonate). The product is ClC=1C=C2C(=CNC2=CC1)CN1N=C2N(C(N(C(C2=C1C1=CC(=CN1C)C(=O)NC1=NNC=N1)=O)C)=O)CC(C)C (5-{2-[(5-chloro-1H-indol-3-yl)methyl]-7-isobutyl-5-methyl-4,6-dioxo-4,5,6,7-tetrahydro-2H-pyrazolo[3,4-d]pyrimidin-3-yl}-1-methyl-N-1H-1,2,4-triazol-3-yl-1H-pyrrole-3-carboxamide). As a reaction SMILES: [Cl:1][C:2]1[CH:3]=[C:4]2[C:8](=[CH:9][CH:10]=1)[NH:7][CH:6]=[C:5]2[CH2:11][N:12]1[C:20]([C:21]2[N:25]([CH3:26])[CH:24]=[C:23]([C:27](O)=[O:28])[CH:22]=2)=[C:19]2[C:14]([N:15]([CH2:33][CH:34]([CH3:36])[CH3:35])[C:16](=[O:32])[N:17]([CH3:31])[C:18]2=[O:30])=[N:13]1.[NH:37]1[CH:41]=[N:40][C:39]([NH2:42])=[N:38]1.C(P(=O)(OCC)OCC)#N>>[Cl:1][C:2]1[CH:3]=[C:4]2[C:8](=[CH:9][CH:10]=1)[NH:7][CH:6]=[C:5]2[CH2:11][N:12]1[C:20]([C:21]2[N:25]([CH3:26])[CH:24]=[C:23]([C:27]([NH:42][C:39]3[N:40]=[CH:41][NH:37][N:38]=3)=[O:28])[CH:22]=2)=[C:19]2[C:14]([N:15]([CH2:33][CH:34]([CH3:35])[CH3:36])[C:16](=[O:32])[N:17]([CH3:31])[C:18]2=[O:30])=[N:13]1. Procedure details: This compound was synthesized by the reaction of 5-{2-[(5-chloro-1H-indol-3-yl)methyl]-7-isobutyl-5-methyl-4,6-dioxo-4,5,6,7-tetrahydro-2H-pyrazolo[3,4-d]pyrimidin-3-yl}-1-methyl-1H-pyrrole-3-carboxylic acid and 1H-1,2,4-triazol-3-amine using diethyl cyanophosphonate as a coupling reagent. Mass: 575.13 (M+H). The reactants are S(=O)(=O)([O-])[O-].[Na+].[Na+] (sodium sulfate), BrC=1C=CC(N(C1)COCC[Si](C)(C)C)=O (5-bromo-1-((2-(trimethylsilyl)ethoxy)methyl)pyridin-2(1H)-one), FC1=NC=C(C=C1)B1OC(C(O1)(C)C)(C)C (2-fluoro-5-(4,4,5,5-tetramethyl-1,3,2-dioxaborolan-2-yl)pyridine), C(=O)([O-])[O-].[Na+].[Na+] (Na2CO3). Reagents/catalysts: C1=CC=C(C=C1)P([C-]2C=CC=C2)C3=CC=CC=C3.C1=CC=C(C=C1)P([C-]2C=CC=C2)C3=CC=CC=C3.Cl[Pd]Cl.[Fe+2] (PdCl2(dppf)). Run in CCOC(=O)C (EtOAc), COCCOC (DME). Conditions: temperature 120 celsius. The product is FC1=CC=C(C=N1)C1=CN(C(C=C1)=O)COCC[Si](C)(C)C (6′-fluoro-1-((2-(trimethylsilyl)ethoxy)methyl)-[3,3′-bipyridin]-6(1H)-one). Yield: 52.0%. As a reaction SMILES: Br[C:2]1[CH:3]=[CH:4][C:5](=[O:16])[N:6]([CH2:8][O:9][CH2:10][CH2:11][Si:12]([CH3:15])([CH3:14])[CH3:13])[CH:7]=1.[F:17][C:18]1[CH:23]=[CH:22][C:21](B2OC(C)(C)C(C)(C)O2)=[CH:20][N:19]=1.C([O-])([O-])=O.[Na+].[Na+].S([O-])([O-])(=O)=O.[Na+].[Na+]>COCCOC.C1C=CC(P(C2C=CC=CC=2)[C-]2C=CC=C2)=CC=1.C1C=CC(P(C2C=CC=CC=2)[C-]2C=CC=C2)=CC=1.Cl[Pd]Cl.[Fe+2].CCOC(C)=O>[F:17][C:18]1[N:19]=[CH:20][C:21]([C:2]2[CH:3]=[CH:4][C:5](=[O:16])[N:6]([CH2:8][O:9][CH2:10][CH2:11][Si:12]([CH3:15])([CH3:14])[CH3:13])[CH:7]=2)=[CH:22][CH:23]=1 |f:2.3.4,5.6.7,9.10.11.12|. Procedure details: To a solution of 5-bromo-1-((2-(trimethylsilyl)ethoxy)methyl)pyridin-2(1H)-one (568 mg, 1.868 mmol) in DME (6227 μL, Ratio: 2.000) was added PdCl2(dppf) (68.3 mg, 0.093 mmol), 2-fluoro-5-(4,4,5,5-tetramethyl-1,3,2-dioxaborolan-2-yl)pyridine (500 mg, 2.242 mmol), 2M Na2CO3 (3113 μl, Ratio: 1.000) at room temperature. The reaction mixture was heated at microwave synthesizer for 10 min at 120° C. To the reaction mixture, sodium sulfate and EtOAc were added. After filtered off, the volatile material... Reactants: COc1ccc(NC(=O)c2cccc(C3(C#N)CC3)c2)cc1O, O=C([O-])[O-], CN(C)C=O, O=[N+]([O-])c1ccc(F)cc1, [K+], [K+], O. The product is COc1ccc(NC(=O)c2cccc(C3(C#N)CC3)c2)cc1Oc1ccc([N+](=O)[O-])cc1. RXN SMILES: [C:1](#[N:2])[C:3]1([c:6]2[cH:7][c:8]([C:9](=[O:10])[NH:11][c:12]3[cH:13][c:14]([OH:20])[c:15]([O:18][CH3:19])[cH:16][cH:17]3)[cH:21][cH:22][cH:23]2)[CH2:4][CH2:5]1.[C:24](=[O:25])([O-:26])[O-:27].[CH3:41][N:42]([CH3:43])[CH:44]=[O:45].[F:30][c:31]1[cH:32][cH:33][c:34]([N+:37](=[O:38])[O-:39])[cH:35][cH:36]1.[K+:28].[K+:29].[OH2:40]>>[C:1](#[N:2])[C:3]1([c:6]2[cH:7][c:8]([C:9](=[O:10])[NH:11][c:12]3[cH:13][c:14]([O:20][c:31]4[cH:32][cH:33][c:34]([N+:37](=[O:38])[O-:39])[cH:35][cH:36]4)[c:15]([O:18][CH3:19])[cH:16][cH:17]3)[cH:21][cH:22][cH:23]2)[CH2:4][CH2:5]1. Reactants: [Si](C)(C)(C(C)(C)C)OC[C@H]1CNC[C@@H]1C1=CC=CC=C1 (3-(R)-(t-butyldimethylsilyloxymethyl)-4-(S)-phenylpyrrolidine), C([C@@H](O)C1=CC=CC=C1)(=O)OCC1=CC=CC=C1 ((S)-mandelic acid, benzyl ester), [Si](C)(C)(C(C)(C)C)OC[C@H]1CNC[C@@H]1C1=CC=CC=C1 (3-(R)-(t-butyldimethylsilyloxymethyl)-4-(S)-phenylpyrrolidine). The product is [Si](C)(C)(C(C)(C)C)OC[C@@H]1CN(C[C@@H]1C1=CC=CC=C1)C(C(=O)OCC1=CC=CC=C1)C1=CC=CC=C1 (2-(R/S)-(3-(S)-(t-Butyldimethylsilyloxymethyl)-4-(S)-phenylpyrrolidin-1-yl)-2-(phenyl)acetic acid, benzyl ester). Reaction SMILES: [Si:1]([O:8][CH2:9][C@@H:10]1[C@@H:14]([C:15]2[CH:20]=[CH:19][CH:18]=[CH:17][CH:16]=2)[CH2:13][NH:12][CH2:11]1)([C:4]([CH3:7])([CH3:6])[CH3:5])([CH3:3])[CH3:2].[C:21]([O:31][CH2:32][C:33]1[CH:38]=[CH:37][CH:36]=[CH:35][CH:34]=1)(=[O:30])[C@H:22]([C:24]1[CH:29]=[CH:28][CH:27]=[CH:26][CH:25]=1)O>>[Si:1]([O:8][CH2:9][C@H:10]1[C@@H:14]([C:15]2[CH:20]=[CH:19][CH:18]=[CH:17][CH:16]=2)[CH2:13][N:12]([CH:22]([C:24]2[CH:29]=[CH:28][CH:27]=[CH:26][CH:25]=2)[C:21]([O:31][CH2:32][C:33]2[CH:38]=[CH:37][CH:36]=[CH:35][CH:34]=2)=[O:30])[CH2:11]1)([C:4]([CH3:7])([CH3:6])[CH3:5])([CH3:3])[CH3:2]. Reported procedure: The title compound was prepared from 3-(R)-(t-butyldimethylsilyloxymethyl)-4-(S)-phenyl pyrrolidine (prepared above as Pyrrolidine 1) and (S)-mandelic acid, benzyl ester using a procedure analogous to that described in the preparation given above of Aldehyde 1. The title compound was obtained as a mixture of diastereomers: RF: 0.68 (4:1 v/v hexanes/EtOAc).